Dataset: the Open Reaction Database (ORD), a public repository of structured organic reaction records. Task: describe an organic reaction: reactants, conditions, products, and yield Starting materials: CCOC(=O)c1cn(C2CC2)c2c(COC(C)=O)c(Br)c(F)cc2c1=O, C[O-], CCO, Cl, [Na+], O. Product: CCOC(=O)c1cn(C2CC2)c2c(CO)c(Br)c(F)cc2c1=O. Reaction SMILES: [C:1](=[O:2])([CH3:3])[O:4][CH2:5][c:6]1[c:7]([Br:26])[c:8]([F:25])[cH:9][c:10]2[c:11](=[O:24])[c:12]([C:19](=[O:20])[O:21][CH2:22][CH3:23])[cH:13][n:14]([CH:16]3[CH2:17][CH2:18]3)[c:15]12.[CH3:27][O-:28].[CH3:32][CH2:33][OH:34].[ClH:31].[Na+:29].[OH2:30]>>[OH:4][CH2:5][c:6]1[c:7]([Br:26])[c:8]([F:25])[cH:9][c:10]2[c:11](=[O:24])[c:12]([C:19](=[O:20])[O:21][CH2:22][CH3:23])[cH:13][n:14]([CH:16]3[CH2:17][CH2:18]3)[c:15]12. Starting materials: CN, CCOC(C)=O, COS(=O)(=O)CCC(Cc1ccc(C(F)(F)F)cc1)c1ccccc1, C1CCOC1. The product is CNCCC(Cc1ccc(C(F)(F)F)cc1)c1ccccc1. As a reaction SMILES: [CH3:1][NH2:2].[CH3:33][CH2:34][O:35][C:36](=[O:37])[CH3:38].[CH3:3][O:4][S:5](=[O:6])(=[O:7])[CH2:8][CH2:9][CH:10]([CH2:11][c:12]1[cH:13][cH:14][c:15]([C:18]([F:19])([F:20])[F:21])[cH:16][cH:17]1)[c:22]1[cH:23][cH:24][cH:25][cH:26][cH:27]1.[O:28]1[CH2:29][CH2:30][CH2:31][CH2:32]1>>[CH3:1][NH:2][CH2:8][CH2:9][CH:10]([CH2:11][c:12]1[cH:13][cH:14][c:15]([C:18]([F:19])([F:20])[F:21])[cH:16][cH:17]1)[c:22]1[cH:23][cH:24][cH:25][cH:26][cH:27]1. The reactants are acid chloride, [Cl-].[Al+3].[Cl-].[Cl-] (aluminum chloride), COC=1C=CC2=C(SC(=C2)C2=CC=C(C=C2)OC)C1 (6-methoxy-2-(4-methoxyphenyl)benzo[b]thiophene), Cl (hydrochloric acid), C(C)S (ethanethiol), Cl.N1(CCCCC1)CCOC1=CC=C(C(=O)O)C=C1 (4-(2-piperidinoethoxy)benzoic acid, hydrochloride), acid chloride, [I-].[Li+] (lithium iodide). Solvent: O1CCCC1 (tetrahydrofuran), ClCCl (dichloromethane), O (water). Reaction conditions: time 2.5 hour. Product: Cl.OC=1C=CC2=C(SC(=C2C(C2=CC=C(C=C2)OCCN2CCCCC2)=O)C2=CC=C(C=C2)O)C1 (6-hydroxy-2-(4-hydroxyphenyl)-3-[ 4-(2-piperidinoethoxy)benzoyl]benzo[b]thiophene, hydrochloride). RXN SMILES: [ClH:1].[N:2]1([CH2:8][CH2:9][O:10][C:11]2[CH:19]=[CH:18][C:14]([C:15]([OH:17])=O)=[CH:13][CH:12]=2)[CH2:7][CH2:6][CH2:5][CH2:4][CH2:3]1.C[O:21][C:22]1[CH:23]=[CH:24][C:25]2[CH:29]=[C:28]([C:30]3[CH:35]=[CH:34][C:33]([O:36]C)=[CH:32][CH:31]=3)[S:27][C:26]=2[CH:38]=1.[Cl-].[Al+3].[Cl-].[Cl-].[I-].[Li+].C(S)C.Cl>O.O1CCCC1.ClCCl>[ClH:1].[OH:21][C:22]1[CH:23]=[CH:24][C:25]2[C:29]([C:15](=[O:17])[C:14]3[CH:13]=[CH:12][C:11]([O:10][CH2:9][CH2:8][N:2]4[CH2:3][CH2:4][CH2:5][CH2:6][CH2:7]4)=[CH:19][CH:18]=3)=[C:28]([C:30]3[CH:35]=[CH:34][C:33]([OH:36])=[CH:32][CH:31]=3)[S:27][C:26]=2[CH:38]=1 |f:0.1,3.4.5.6,7.8,14.15|. Reported procedure: The acid chloride was made from 1.5 g. of 4-(2-piperidinoethoxy)benzoic acid, hydrochloride, as described in Example 1. To the acid chloride were added 30 ml. of dichloromethane, 1.35 g. of 6-methoxy-2-(4-methoxyphenyl)benzo[b]thiophene and 5 g. of aluminum chloride. The mixture was stirred at ambient temperature for 2.5 hours, and then 0.74 g. of lithium iodide was added. The mixture was stirred for 1 hour, and then 0.68 g. of ethanethiol was added and the mixture was stirred for 30 minutes mor... Starting materials: O1CCN(CC1)C1=NC(=NC(=C1)N1CCOCC1)N1CCN(CC1)C1=CC=CC=C1 (4,6-dimorpholino-2-(4-phenylpiperazin-1-yl)pyrimidine), P(=O)(Cl)(Cl)Cl (Phosphorus oxychloride), C(C)(=O)OCC (ethyl acetate), [OH-].[Na+] (NaOH). Run in CN(C=O)C (dimethylformamide), CN(C=O)C (dimethylformamide). Conditions: time 5 minute. Yields the product O1CCN(CC1)C1=NC(=NC(=C1C=O)N1CCOCC1)N1CCN(CC1)C1=CC=CC=C1 (4,6-dimorpholino-5-formyl-2-(4-phenylpiperazin-1-yl)pyrimidine). Isolated yield 80.0%. Reaction SMILES: P(Cl)(Cl)(Cl)=O.[O:6]1[CH2:11][CH2:10][N:9]([C:12]2[CH:17]=[C:16]([N:18]3[CH2:23][CH2:22][O:21][CH2:20][CH2:19]3)[N:15]=[C:14]([N:24]3[CH2:29][CH2:28][N:27]([C:30]4[CH:35]=[CH:34][CH:33]=[CH:32][CH:31]=4)[CH2:26][CH2:25]3)[N:13]=2)[CH2:8][CH2:7]1.[OH-].[Na+].[C:38](OCC)(=[O:40])C>CN(C)C=O>[O:6]1[CH2:11][CH2:10][N:9]([C:12]2[C:17]([CH:38]=[O:40])=[C:16]([N:18]3[CH2:23][CH2:22][O:21][CH2:20][CH2:19]3)[N:15]=[C:14]([N:24]3[CH2:25][CH2:26][N:27]([C:30]4[CH:35]=[CH:34][CH:33]=[CH:32][CH:31]=4)[CH2:28][CH2:29]3)[N:13]=2)[CH2:8][CH2:7]1 |f:2.3|. Procedure details: The synthesis method shall be explained concretely, and in order, below. Phosphorus oxychloride (0.12 ml, 1.3 mmol) was added to dimethylformamide (0.3 ml, 4.0 mmol) at 0 degrees Celsius, and this was agitated for 5 minutes at 0 degrees Celsius. To this solution, 4,6-dimorpholino-2-(4-phenylpiperazin-1-yl)pyrimidine was dissolved in dimethylformamide (6 ml) and added, and this was agitated under heating for 1 hour at 100 degrees Celsius. After 2N NaOH solution was added to make the reaction liqu... Starting materials: amine, CCOC(=O)C (EtOAc), 3-L, [Li+].C[Si](C)(C)[N-][Si](C)(C)C (LiHMDS), C1(CCCC1)C(CCC1=CC(=C(C=C1)C(C#N)(C)C)F)=O (2-[4-(3-cyclopentyl-3-oxopropyl)-2-fluorophenyl]-2-methylpropanenitrile), CCOC(=O)C (EtOAc), C1(CCCCC1)NC1CCCCC1 (dicyclohexylamine). Solvent: CC(C)(C)OC (MTBE). Run at temperature -34 celsius, time 10 minute. Yields the product C1(CCCCC1)NC1CCCCC1.C(#N)C(C)(C)C1=C(C=C(C=C1)CCC(CC(=O)O)(O)C1CCCC1)F (5-[4-(1-cyano -1-methylethyl)-3-fluorophenyl]-3-cyclopentyl-3-hydroxypentanoic acid dicyclohexylamine salt). As a reaction SMILES: [Li+].C[Si]([N-][Si](C)(C)C)(C)C.CC[O:13][C:14]([CH3:16])=[O:15].[CH:17]1([C:22](=[O:37])[CH2:23][CH2:24][C:25]2[CH:30]=[CH:29][C:28]([C:31]([CH3:35])([CH3:34])[C:32]#[N:33])=[C:27]([F:36])[CH:26]=2)[CH2:21][CH2:20][CH2:19][CH2:18]1.[CH:38]1([NH:44][CH:45]2[CH2:50][CH2:49][CH2:48][CH2:47][CH2:46]2)[CH2:43][CH2:42][CH2:41][CH2:40][CH2:39]1>CC(OC)(C)C>[CH:45]1([NH:44][CH:38]2[CH2:39][CH2:40][CH2:41][CH2:42][CH2:43]2)[CH2:46][CH2:47][CH2:48][CH2:49][CH2:50]1.[C:32]([C:31]([C:28]1[CH:29]=[CH:30][C:25]([CH2:24][CH2:23][C:22]([CH:17]2[CH2:18][CH2:19][CH2:20][CH2:21]2)([OH:37])[CH2:16][C:14]([OH:13])=[O:15])=[CH:26][C:27]=1[F:36])([CH3:34])[CH3:35])#[N:33] |f:0.1,6.7|. Procedure: A 3-L, 3-neck flask was charged with LiHMDS (1.0 M in THF, 750mL, 0.75 mol) and purged with nitrogen. The flask was cooled to −34° C. An addition funnel was then charged with EtOAc (74 mL, 0.7576 mol) and this reagent was slowly added to the reaction vessel. After complete EtOAc addition another addition funnel was charged with a 2-[4-(3-cyclopentyl-3-oxopropyl)-2-fluorophenyl]-2-methylpropanenitrile solution (crude MTBE soln from prior reaction, theor. 135.49 g, 0.4715 mol) and rinsed over with... Starting materials: FC1=C(C(=O)O)C=CC(=C1)F (2,4-difluorobenzoic acid), CI (methyl iodide), [NH4+].[Cl-] (NH4Cl), C(C)(C)NC(C)C (diisopropylamine), [Li]CCCC (n-BuLi). Run in C1CCOC1 (THF), C1CCOC1 (THF). The product is FC1=C(C(=O)O)C=CC(=C1C)F (2,4-difluoro-3-methylbenzoic acid). RXN SMILES: [CH:1](NC(C)C)(C)C.[Li]CCCC.[F:13][C:14]1[CH:22]=[C:21]([F:23])[CH:20]=[CH:19][C:15]=1[C:16]([OH:18])=[O:17].CI.[NH4+].[Cl-]>C1COCC1>[F:13][C:14]1[C:22]([CH3:1])=[C:21]([F:23])[CH:20]=[CH:19][C:15]=1[C:16]([OH:18])=[O:17] |f:4.5|. Procedure details: To a stirred solution of diisopropylamine (1.7 g, 16.4 mmol) in THF 2.6 M solution of n-BuLi (1.1 g, 16.4 mmol) was added at −30° C. and the mixture was stirred for an hour at the same temperature. To this mixture a solution of 2,4-difluorobenzoic acid (1.0 g, 6.3 mmol) in THF was added slowly at −78° C., followed by methyl iodide (2.2 g, 15.7 mmol) and it was stirred for another 2 h at the same temperature and allowed to attain the room temperature. The reaction mixture was treated with saturat... Starting materials: C1C(CCC2=CC=CC=C12)O (1,2,3,4-Tetrahydro-2-napthol), CC(=O)C.OS(=O)(=O)O.O=[Cr](=O)=O (Jones reagent), diene, Simmons-Smith reagent. The product is CC12CCC(C=C2C=CCC1)=O (4a-Methyl-4,4a,5,6-tetrahydro-2(3H)-naphthalenone). As a reaction SMILES: [CH2:1]1[C:10]2[C:5](=[CH:6][CH:7]=[CH:8][CH:9]=2)[CH2:4][CH2:3][CH:2]1[OH:11].[CH3:12]C(C)=O.OS(O)(=O)=O.O=[Cr](=O)=O>>[CH3:12][C:5]12[CH2:6][CH2:7][CH:8]=[CH:9][C:10]1=[CH:1][C:2](=[O:11])[CH2:3][CH2:4]2 |f:1.2.3|. Procedure: 1,2,3,4-Tetrahydro-2-napthol is reduced according to Preparation 9. The resulting diene is cyclopropanated with Simmons-Smith reagent, oxidized with Jones reagent, then the cyclopropane ring opened with acid to form dienone 4. RXN SMILES: [CH2:1]([CH3:2])[O:3][C:4](=[O:5])[CH:6]1[CH2:7][CH2:8][N:9]([c:12]2[cH:13][cH:14][c:15]([C:18](=[O:19])[O:20][CH2:21][CH:22]=[CH2:23])[cH:16][cH:17]2)[CH2:10][CH2:11]1.[CH2:24]1[O:25][CH2:26][CH2:27][CH2:28]1.[CH2:29]1[NH:30][CH2:31][CH2:32][O:33][CH2:34]1.[cH:35]1[cH:36][cH:37][c:38]([P:39]([Pd:40]([P:41]([c:42]2[cH:43][cH:44][cH:45][cH:46][cH:47]2)([c:48]2[cH:49][cH:50][cH:51][cH:52][cH:53]2)[c:54]2[cH:55][cH:56][cH:57][cH:58][cH:59]2)([P:60]([c:61]2[cH:62][cH:63][cH:64][cH:65][cH:66]2)([c:67]2[cH:68][cH:69][cH:70][cH:71][cH:72]2)[c:73]2[cH:74][cH:75][cH:76][cH:77][cH:78]2)[P:79]([c:80]2[cH:81][cH:82][cH:83][cH:84][cH:85]2)([c:86]2[cH:87][cH:88][cH:89][cH:90][cH:91]2)[c:92]2[cH:93][cH:94][cH:95][cH:96][cH:97]2)([c:98]2[cH:99][cH:100][cH:101][cH:102][cH:103]2)[c:104]2[cH:105][cH:106][cH:107][cH:108][cH:109]2)[cH:110][cH:111]1>>[CH2:1]([CH3:2])[O:3][C:4](=[O:5])[CH:6]1[CH2:7][CH2:8][N:9]([c:12]2[cH:13][cH:14][c:15]([C:18](=[O:19])[OH:20])[cH:16][cH:17]2)[CH2:10][CH2:11]1. The reactants are C=CCOC(=O)c1ccc(N2CCC(C(=O)OCC)CC2)cc1, C1CCOC1, C1COCCN1, c1ccc(P(c2ccccc2)(c2ccccc2)[Pd](P(c2ccccc2)(c2ccccc2)c2ccccc2)(P(c2ccccc2)(c2ccccc2)c2ccccc2)P(c2ccccc2)(c2ccccc2)c2ccccc2)cc1. Product: CCOC(=O)C1CCN(c2ccc(C(=O)O)cc2)CC1. RXN SMILES: [CH3:27][OH:28].[Cl:18][CH2:19][c:20]1[n+:21]([O-:26])[cH:22][cH:23][cH:24][cH:25]1.[Cl:1][c:2]1[c:3]([N:11]=[C:12]2[N:13]([OH:17])[CH2:14][CH2:15][NH:16]2)[c:4]([Cl:10])[cH:5][c:6]([O:8][CH3:9])[cH:7]1>>[Cl:1][c:2]1[c:3]([N:11]=[C:12]2[N:13]([O:17][CH2:19][c:20]3[n+:21]([O-:26])[cH:22][cH:23][cH:24][cH:25]3)[CH2:14][CH2:15][NH:16]2)[c:4]([Cl:10])[cH:5][c:6]([O:8][CH3:9])[cH:7]1. Product: COc1cc(Cl)c(N=C2NCCN2OCc2cccc[n+]2[O-])c(Cl)c1. Starting materials: CO, [O-][n+]1ccccc1CCl, COc1cc(Cl)c(N=C2NCCN2O)c(Cl)c1. The reactants are CCCCCCCc1ccc(C(=O)Cl)cc1, ClCCl, C[Si](C)(C)C#N, Cl[Sn](Cl)(Cl)Cl. Product: CCCCCCCc1ccc(C(=O)C#N)cc1. As a reaction SMILES: [CH2:1]([CH2:2][CH2:3][CH2:4][CH2:5][CH2:6][CH3:7])[c:8]1[cH:9][cH:10][c:11]([C:12](=[O:13])[Cl:14])[cH:15][cH:16]1.[CH2:28]([Cl:29])[Cl:30].[CH3:17][Si:18]([CH3:19])([CH3:20])[C:21]#[N:22].[Sn:23]([Cl:24])([Cl:25])([Cl:26])[Cl:27]>>[CH2:1]([CH2:2][CH2:3][CH2:4][CH2:5][CH2:6][CH3:7])[c:8]1[cH:9][cH:10][c:11]([C:12](=[O:13])[C:21]#[N:22])[cH:15][cH:16]1.